Dataset: the Open Reaction Database (ORD), a public repository of structured organic reaction records. Task: describe an organic reaction: reactants, conditions, products, and yield The reactants are C1CCOC1, [Li]CCCC, CI, O, O=S(=O)(c1ccccc1)n1ccc2c(C(F)(F)F)cccc21. The product is Cc1cc2c(C(F)(F)F)cccc2n1S(=O)(=O)c1ccccc1. As a reaction SMILES: [CH2:31]1[O:32][CH2:33][CH2:34][CH2:35]1.[CH3:23][CH2:24][CH2:25][CH2:26][Li:27].[CH3:28][I:29].[OH2:30].[c:1]1([S:7](=[O:8])(=[O:9])[n:10]2[cH:11][cH:12][c:13]3[c:14]([C:19]([F:20])([F:21])[F:22])[cH:15][cH:16][cH:17][c:18]23)[cH:2][cH:3][cH:4][cH:5][cH:6]1>>[c:1]1([S:7](=[O:8])(=[O:9])[n:10]2[c:11]([CH3:23])[cH:12][c:13]3[c:14]([C:19]([F:20])([F:21])[F:22])[cH:15][cH:16][cH:17][c:18]23)[cH:2][cH:3][cH:4][cH:5][cH:6]1. Reactants: [N-]=[N+]=[N-].[Na+] (sodium azide), FC1=CC=C(C=C1)C(=C(C(=O)OCC)NC(C1=CC=CC=C1)=O)C1=CC=C(C=C1)F (ethyl 3,3-bis-(4-fluorophenyl)-2-(benzoylamino)-2-propenoate), C1(=CC=CC=C1)P(C1=CC=CC=C1)C1=CC=CC=C1 (triphenylphosphine), C(Cl)(Cl)(Cl)Cl (carbon tetrachloride). Reagents/catalysts: [Br-].C(CCC)[N+](CCCC)(CCCC)CCCC (tetra n-butyl ammonium bromide). Solvent: C(C)#N (acetonitrile). Reaction conditions: time 45 minute. The product is FC1=CC=C(C=C1)C(=C(C(=O)OCC)N1N=NN=C1C1=CC=CC=C1)C1=CC=C(C=C1)F (Ethyl 3,3-bis(4-fluorophenyl)-2-(5-phenyl-1H-tetrazol-1-yl)-2-propenoate). Yield: 69.4%. As a reaction SMILES: [F:1][C:2]1[CH:7]=[CH:6][C:5]([C:8]([C:24]2[CH:29]=[CH:28][C:27]([F:30])=[CH:26][CH:25]=2)=[C:9]([NH:15][C:16](=O)[C:17]2[CH:22]=[CH:21][CH:20]=[CH:19][CH:18]=2)[C:10]([O:12][CH2:13][CH3:14])=[O:11])=[CH:4][CH:3]=1.C1(P(C2C=CC=CC=2)C2C=CC=CC=2)C=CC=CC=1.C(Cl)(Cl)(Cl)Cl.[N-:55]=[N+:56]=[N-:57].[Na+]>C(#N)C.[Br-].C([N+](CCCC)(CCCC)CCCC)CCC>[F:1][C:2]1[CH:7]=[CH:6][C:5]([C:8]([C:24]2[CH:29]=[CH:28][C:27]([F:30])=[CH:26][CH:25]=2)=[C:9]([N:15]2[C:16]([C:17]3[CH:22]=[CH:21][CH:20]=[CH:19][CH:18]=3)=[N:57][N:56]=[N:55]2)[C:10]([O:12][CH2:13][CH3:14])=[O:11])=[CH:4][CH:3]=1 |f:3.4,6.7|. Procedure: To a suspension of 5.8 g (14 mmoles) of ethyl 3,3-bis-(4-fluorophenyl)-2-(benzoylamino)-2-propenoate and 11.2 g of triphenylphosphine in 150 mL of dry acetonitrile at room temperature was added dropwise 8.3 mL of carbon tetrachloride. The pale suspension was stirred for 45 minutes. To this clear orange solution was added 2.8 g of sodium azide and 1 g of tetra n-butyl ammonium bromide and stirring was continued. The orange suspension soon became pale with the formation of a white precipitate. Aft... The reactants are [BH4-], CC(=O)Cn1nnc(C2CC3(c4ccccc4)C(OCc4cc(C(F)(F)F)cc(C(F)(F)F)c4)CCC2N3Cc2ccccc2)n1, C1CCOC1, CO, [Na+]. Yields the product CC(O)Cn1nnc(C2CC3(c4ccccc4)C(OCc4cc(C(F)(F)F)cc(C(F)(F)F)c4)CCC2N3Cc2ccccc2)n1. As a reaction SMILES: [BH4-:1].[CH2:3]([c:4]1[cH:5][cH:6][cH:7][cH:8][cH:9]1)[N:10]1[C:11]2([c:43]3[cH:44][cH:45][cH:46][cH:47][cH:48]3)[CH:12]([O:27][CH2:28][c:29]3[cH:30][c:31]([C:39]([F:40])([F:41])[F:42])[cH:32][c:33]([C:35]([F:36])([F:37])[F:38])[cH:34]3)[CH2:13][CH2:14][CH:15]1[CH:16]([c:18]1[n:19][n:20][n:21]([CH2:23][C:24]([CH3:25])=[O:26])[n:22]1)[CH2:17]2.[CH2:51]1[O:52][CH2:53][CH2:54][CH2:55]1.[CH3:49][OH:50].[Na+:2]>>[CH2:3]([c:4]1[cH:5][cH:6][cH:7][cH:8][cH:9]1)[N:10]1[C:11]2([c:43]3[cH:44][cH:45][cH:46][cH:47][cH:48]3)[CH:12]([O:27][CH2:28][c:29]3[cH:30][c:31]([C:39]([F:40])([F:41])[F:42])[cH:32][c:33]([C:35]([F:36])([F:37])[F:38])[cH:34]3)[CH2:13][CH2:14][CH:15]1[CH:16]([c:18]1[n:19][n:20][n:21]([CH2:23][CH:24]([CH3:25])[OH:26])[n:22]1)[CH2:17]2. Reactants: [H-].[Na+] (sodium hydride), C1(CCCCC1)C=1C2=C(NC1)C=C(S2)C(=O)OC(C)(C)C (tert-butyl 6-cyclohexyl-4H-thieno[3,2-b]pyrrole-2-carboxylate), BrCC(=O)OC (Methyl bromoacetate). Run in CCOC(=O)C (EtOAc), CN(C)C=O (DMF). Conditions: time 30 minute. Yields the product C1(CCCCC1)C=1C2=C(N(C1)CC(=O)OC)C=C(S2)C(=O)OC(C)(C)C (tert-butyl 6-cyclohexyl-4-(2-methoxy-2-oxoethyl)-4H-thieno[3,2-b]pyrrole-2-carboxylate). The yield is 85.0%. As a reaction SMILES: [CH:1]1([C:7]2[C:8]3[S:14][C:13]([C:15]([O:17][C:18]([CH3:21])([CH3:20])[CH3:19])=[O:16])=[CH:12][C:9]=3[NH:10][CH:11]=2)[CH2:6][CH2:5][CH2:4][CH2:3][CH2:2]1.[H-].[Na+].Br[CH2:25][C:26]([O:28][CH3:29])=[O:27]>CN(C=O)C.CCOC(C)=O>[CH:1]1([C:7]2[C:8]3[S:14][C:13]([C:15]([O:17][C:18]([CH3:21])([CH3:20])[CH3:19])=[O:16])=[CH:12][C:9]=3[N:10]([CH2:25][C:26]([O:28][CH3:29])=[O:27])[CH:11]=2)[CH2:2][CH2:3][CH2:4][CH2:5][CH2:6]1 |f:1.2|. Reported procedure: tert-Butyl 6-cyclohexyl-4H-thieno[3,2-b]pyrrole-2-carboxylate (1 eq., from Step 1) was dissolved in anhydrous DMF (0.42 M) and sodium hydride (2 eq, 60% suspension in mineral oil) was added. The resulting suspension was stirred at RT for 30 min. Methyl bromoacetate (3 eq.) was then added and the solution was stirred at 50° C. for 1 h. After cooling down, the reaction mixture was diluted with EtOAc and washed sequentially with 1 N hydrochloric acid, saturated NaHCO3 solution and brine, dried over... Starting materials: C[C@H](CCC(=O)O)[C@H]1CC[C@@H]2[C@@]1([C@H](C[C@H]3[C@H]2[C@@H](C[C@H]4[C@@]3(CC[C@H](C4)O)C)O)O)C (cholic acid), [OH-].[Na+] (sodium hydroxide), C([O-])([O-])=O.[Na+].[Na+] (sodium carbonate), P(=O)(O)([O-])[O-].[K+].[K+] (dipotassium hydrogen phosphate), S(=O)(=O)([O-])[O-].[Mg+2] (magnesium sulfate). Run in O (water), O (water). Run at time 15 minute. The product is C[C@H](CCC(=O)O)[C@H]1CC[C@@H]2[C@@]1(C(=O)CC3[C@H]2[C@@H](C[C@H]4[C@@]3(CC[C@H](C4)O)C)O)C (12-keto-cholic acid). Reaction SMILES: P([O-])([O-])(O)=O.[K+].[K+].S([O-])([O-])(=O)=O.[Mg+2].[CH3:14][C@@H:15]([C@@H:21]1[C@@:25]2([CH3:42])[C@@H:26]([OH:41])[CH2:27][C@@H:28]3[C@@:33]4([CH3:39])[CH2:34][CH2:35][C@@H:36]([OH:38])[CH2:37][C@H:32]4[CH2:31][C@@H:30]([OH:40])[C@H:29]3[C@@H:24]2[CH2:23][CH2:22]1)[CH2:16][CH2:17][C:18]([OH:20])=[O:19].[OH-].[Na+].C(=O)([O-])[O-].[Na+].[Na+]>O>[CH3:14][C@@H:15]([C@@H:21]1[C@@:25]2([CH3:42])[C:26]([CH2:27][CH:28]3[C@@:33]4([CH3:39])[CH2:34][CH2:35][C@@H:36]([OH:38])[CH2:37][C@H:32]4[CH2:31][C@@H:30]([OH:40])[C@H:29]3[C@@H:24]2[CH2:23][CH2:22]1)=[O:41])[CH2:16][CH2:17][C:18]([OH:20])=[O:19] |f:0.1.2,3.4,6.7,8.9.10|. Procedure: 10 g of soybean protein (ESUSAN-MEAT; trade name; AJINOMOTO Inc. ), 1 g of dipotassium hydrogen phosphate and 0.2 g of magnesium sulfate 7hydrates were dissolved in 500 ml of refined water, and 50 g of cholic acid, 5 g of sodium hydroxide and 2 g of sodium carbonate were dissolved in 500 ml of refined water, then both solutions were sterilized at the temperature of 121° C. for 15 minutes. After cooling, two solutions were mixed and the mixture was used for a culture medium (pH10.2). Thereafter, ... Starting materials: O=C([O-])[O-], CC(C)c1c(C(=O)c2cc(Cl)cc(C#N)c2)[nH]c(=O)[nH]c1=O, Cc1cc(CCl)cc(N2C(=O)c3ccccc3C2=O)n1, [I-], [K+], [K+], [Li+], CN(C)C=O. Yields the product Cc1cc(Cn2c(C(=O)c3cc(Cl)cc(C#N)c3)c(C(C)C)c(=O)[nH]c2=O)cc(N2C(=O)c3ccccc3C2=O)n1. Reaction SMILES: [C:23](=[O:24])([O-:25])[O-:26].[Cl:1][c:2]1[cH:3][c:4]([C:5]#[N:6])[cH:7][c:8]([C:10](=[O:11])[c:12]2[nH:13][c:14](=[O:22])[nH:15][c:16](=[O:21])[c:17]2[CH:18]([CH3:19])[CH3:20])[cH:9]1.[Cl:31][CH2:32][c:33]1[cH:34][c:35]([N:40]2[C:41](=[O:50])[c:42]3[cH:43][cH:44][cH:45][cH:46][c:47]3[C:48]2=[O:49])[n:36][c:37]([CH3:39])[cH:38]1.[I-:29].[K+:27].[K+:28].[Li+:30].[O:51]=[CH:52][N:53]([CH3:54])[CH3:55]>>[Cl:1][c:2]1[cH:3][c:4]([C:5]#[N:6])[cH:7][c:8]([C:10](=[O:11])[c:12]2[n:13]([CH2:32][c:33]3[cH:34][c:35]([N:40]4[C:41](=[O:50])[c:42]5[cH:43][cH:44][cH:45][cH:46][c:47]5[C:48]4=[O:49])[n:36][c:37]([CH3:39])[cH:38]3)[c:14](=[O:22])[nH:15][c:16](=[O:21])[c:17]2[CH:18]([CH3:19])[CH3:20])[cH:9]1. Reactants: ClC1=C(C=O)C=CC=C1 (2-chlorobenzaldehyde), O (water), NCP(OCC)(OCC)=O (diethyl aminomethylphosphonate), C1(=CC=CC=C1)C (toluene). Run in C(C)(=O)OCC (ethyl acetate). Conditions: time 30 minute. Product: ClC1=C(C=NCP(OCC)(OCC)=O)C=CC=C1 (diethyl N-(o-chlorobenzylidene)-aminomethylphosphonate). Yield: 100.0%. As a reaction SMILES: [Cl:1][C:2]1[CH:9]=[CH:8][CH:7]=[CH:6][C:3]=1[CH:4]=O.[NH2:10][CH2:11][P:12](=[O:19])([O:16][CH2:17][CH3:18])[O:13][CH2:14][CH3:15].C1(C)C=CC=CC=1.O>C(OCC)(=O)C>[Cl:1][C:2]1[CH:9]=[CH:8][CH:7]=[CH:6][C:3]=1[CH:4]=[N:10][CH2:11][P:12](=[O:19])([O:16][CH2:17][CH3:18])[O:13][CH2:14][CH3:15]. Procedure: 14 g. (0.1 mol) 2-chlorobenzaldehyde are added dropwise, at ambient temperature, to a solution of 16.7 g. (0.1 mol) diethyl aminomethylphosphonate in 200 ml. toluene. When the addition has ended, stirring is continued for 30 minutes. The water formed during the reaction is removed by decantation. The toluene phase is washed with 50 ml. of a saturated aqueous solution of sodium chloride, dried over anhydrous sodium sulphate and then evaporated. This gives 29 g. (yield: 100%) diethyl N-(o-chlorobe...